From a dataset of the Open Reaction Database (ORD), a public repository of structured organic reaction records. describe an organic reaction: reactants, conditions, products, and yield Starting materials: C1(CC1)S(=O)(=O)N (cyclopropanesulfonamide), C1CCC2=NCCCN2CC1 (DBU), C1(=CC=C(C=C1)[C@@]1(C[C@@H]2N(C([C@H](CCCCC\C=C/[C@H]3[C@](NC2=O)(C3)C(=O)O)NC(=O)OC(C)(C)C)=O)C1)S(=O)(=O)CCC)C1=CC=CC=C1 ((2R,6S,13aS,14aR,16aS,Z)-2-(biphenyl-4-yl)-6-(tert-butoxycarbonylamino)-5,16-dioxo-2-(propylsulfonyl)-1,2,3,5,6,7,8,9,10,11,13a,14,14a,15,16,16a-hexadecahydrocyclopropa[e]pyrrolo[1,2-a][1,4]diazacyclopentadecine-14a-carboxylic acid), C1=CN(C=N1)C(=O)N2C=CN=C2 (CDI). The solvent is O1CCCC1 (tetrahydrofuran). Conditions: time 4 hour. Yields the product desired product, C1(=CC=C(C=C1)[C@@]1(C[C@@H]2N(C([C@H](CCCCC\C=C/[C@H]3[C@](NC2=O)(C3)C(NS(=O)(=O)C3CC3)=O)NC(OC(C)(C)C)=O)=O)C1)S(=O)(=O)CCC)C1=CC=CC=C1 (tert-butyl (2R,6S,13aS,14aR,16aS,Z)-2-(biphenyl-4-yl)-14a-(cyclopropylsulfonylcarbamoyl)-5,16-dioxo-2-(propylsulfonyl)-1,2,3,5,6,7,8,9,10,11,13a,14,14a,15,16,16a-hexadecahydrocyclopropa[e]pyrrolo[1,2-a][1,4]diazacyclopentadecin-6-ylcarbamate). The yield is 71.1%. RXN SMILES: [C:1]1([C:45]2[CH:50]=[CH:49][CH:48]=[CH:47][CH:46]=2)[CH:6]=[CH:5][C:4]([C@@:7]2([S:39]([CH2:42][CH2:43][CH3:44])(=[O:41])=[O:40])[CH2:38][N:10]3[C:11](=[O:37])[C@@H:12]([NH:29][C:30]([O:32][C:33]([CH3:36])([CH3:35])[CH3:34])=[O:31])[CH2:13][CH2:14][CH2:15][CH2:16][CH2:17][CH:18]=[CH:19][C@@H:20]4[CH2:25][C@@:21]4([C:26](O)=[O:27])[NH:22][C:23](=[O:24])[C@@H:9]3[CH2:8]2)=[CH:3][CH:2]=1.C1N=CN(C(N2C=NC=C2)=O)C=1.[CH:63]1([S:66]([NH2:69])(=[O:68])=[O:67])[CH2:65][CH2:64]1.C1CCN2C(=NCCC2)CC1>O1CCCC1>[C:1]1([C:45]2[CH:50]=[CH:49][CH:48]=[CH:47][CH:46]=2)[CH:2]=[CH:3][C:4]([C@@:7]2([S:39]([CH2:42][CH2:43][CH3:44])(=[O:41])=[O:40])[CH2:38][N:10]3[C:11](=[O:37])[C@@H:12]([NH:29][C:30](=[O:31])[O:32][C:33]([CH3:35])([CH3:36])[CH3:34])[CH2:13][CH2:14][CH2:15][CH2:16][CH2:17][CH:18]=[CH:19][C@@H:20]4[CH2:25][C@@:21]4([C:26](=[O:27])[NH:69][S:66]([CH:63]4[CH2:65][CH2:64]4)(=[O:68])=[O:67])[NH:22][C:23](=[O:24])[C@@H:9]3[CH2:8]2)=[CH:5][CH:6]=1. Procedure: A solution of (2R,6S,13aS,14aR,16aS,Z)-2-(biphenyl-4-yl)-6-(tert-butoxycarbonylamino)-5,16-dioxo-2-(propylsulfonyl)-1,2,3,5,6,7,8,9,10,11,13a,14,14a,15,16,16a-hexadecahydrocyclopropa[e]pyrrolo[1,2-a][1,4]diazacyclopentadecine-14a-carboxylic acid (995 mg, 1.406 mmol) and CDI (274 mg, 1.687 mmol) in tetrahydrofuran (20 mL) was heated to gentle reflux for 3 h. Cooled down to rt, cyclopropanesulfonamide (204 mg, 1.687 mmol) and DBU (0.424 mL, 2.81 mmol) were added and the reaction continued at r.t. ... The reactants are Cl (hydrochloric acid), S(C#N)C1=CC(=C(N)C=C1)[N+](=O)[O-] (4-thiocyanato-2-nitro-aniline), O (water), O (water). Reagents/catalysts: [Fe] (iron). Solvent: C(C)O (ethanol). Conditions: time 3.5 minute. Yields the product S(C#N)C1=CC(=C(C=C1)N)N (4-thiocyanato-1,2-diamino-benzene). Yield: 79.0%. RXN SMILES: Cl.O.[S:3]([C:6]1[CH:12]=[CH:11][C:9]([NH2:10])=[C:8]([N+:13]([O-])=O)[CH:7]=1)[C:4]#[N:5]>[Fe].C(O)C>[S:3]([C:6]1[CH:12]=[CH:11][C:9]([NH2:10])=[C:8]([NH2:13])[CH:7]=1)[C:4]#[N:5]. Procedure: 63 g. of iron powder are activated by heating with a mixture of 12 ml of 5N hydrochloric acid and 30 ml. of water on a water bath for half an hour, addition of 270 ml. of water and cooling the suspension to 45° C. follows. A hot solution of 58.5 g. of 4-thiocyanato-2-nitro-aniline and 180 ml. of 96% ethanol is added under stirring to the suspension formed. The temperature of the reaction mixture rises slowly. When the temperature reaches 75° C. the reaction mixture is cooled with ice in order to... Starting materials: CS(=O)(=O)OCC1CCN(CC1)C1=NC=C(C=N1)F ([1-(5-fluoro-2-pyrimidinyl)-4-piperidinyl]methyl methanesulfonate), C(=O)([O-])[O-].[K+].[K+] (K2CO3), CS(=O)(=O)C1=CC=C(C=C1)C=1N=CC(=NC1)O (5-[4-(methylsulfonyl)phenyl]-2-pyrazinol), O (water). The solvent is CN(C)C=O (DMF). Run at temperature 100 celsius, time 2.5 hour. The product is FC=1C=NC(=NC1)N1CCC(CC1)COC1=NC=C(N=C1)C1=CC=C(C=C1)S(=O)(=O)C (5-Fluoro-2-{4-[({5-[4-(methylsulfonyl)phenyl]-2-pyrazinyl}oxy)methyl]-1-piperidinyl}pyrimidine). Yield: 50.0%. As a reaction SMILES: [CH3:1][S:2]([C:5]1[CH:10]=[CH:9][C:8]([C:11]2[N:12]=[CH:13][C:14]([OH:17])=[N:15][CH:16]=2)=[CH:7][CH:6]=1)(=[O:4])=[O:3].CS(O[CH2:23][CH:24]1[CH2:29][CH2:28][N:27]([C:30]2[N:35]=[CH:34][C:33]([F:36])=[CH:32][N:31]=2)[CH2:26][CH2:25]1)(=O)=O.C([O-])([O-])=O.[K+].[K+].O>CN(C=O)C>[F:36][C:33]1[CH:32]=[N:31][C:30]([N:27]2[CH2:28][CH2:29][CH:24]([CH2:23][O:17][C:14]3[CH:13]=[N:12][C:11]([C:8]4[CH:7]=[CH:6][C:5]([S:2]([CH3:1])(=[O:3])=[O:4])=[CH:10][CH:9]=4)=[CH:16][N:15]=3)[CH2:25][CH2:26]2)=[N:35][CH:34]=1 |f:2.3.4|. Procedure: A mixture of 5-[4-(methylsulfonyl)phenyl]-2-pyrazinol (and tautomers thereof) (prepared as in Example 145, Step 2, 0.15 g, 0.60 mmol), [1-(5-fluoro-2-pyrimidinyl)-4-piperidinyl]methyl methanesulfonate (0.234 g, 0.81 mmol) and K2CO3 (0.17 g, 1.20 mmol) in DMF (6 mL) was stirred at 100° C. in a preheated oil bath for 2.5 h. The mixture was cooled to ambient temperature, treated with water, and the mixture was extracted with EtOAc (60 mL×2). The combined organic extracts were washed with water, bri... Reactants: C(C)OC(C(CC1=CC(=CC=C1)[N+](=O)[O-])NC(=O)OC(C)(C)C)=O (2-tert-butoxycarbonylamino-3-(3-nitro-phenyl)-propionic acid ethyl ester), [OH-].[Li+] (lithium hydroxide). Solvent: O1CCCC1 (tetrahydrofuran). Run at time 8 hour. Product: C(C)(C)(C)OC(=O)NC(C(=O)O)CC1=CC(=CC=C1)[N+](=O)[O-] (2-tert-butoxycarbonylamino-3-(3-nitro-phenyl)-propionic acid). As a reaction SMILES: C([O:3][C:4](=[O:24])[CH:5]([NH:16][C:17]([O:19][C:20]([CH3:23])([CH3:22])[CH3:21])=[O:18])[CH2:6][C:7]1[CH:12]=[CH:11][CH:10]=[C:9]([N+:13]([O-:15])=[O:14])[CH:8]=1)C.[OH-].[Li+]>O1CCCC1>[C:20]([O:19][C:17]([NH:16][CH:5]([CH2:6][C:7]1[CH:12]=[CH:11][CH:10]=[C:9]([N+:13]([O-:15])=[O:14])[CH:8]=1)[C:4]([OH:24])=[O:3])=[O:18])([CH3:23])([CH3:21])[CH3:22] |f:1.2|. Procedure details: To a solution of crude 2-tert-butoxycarbonylamino-3-(3-nitro-phenyl)-propionic acid ethyl ester (1.00 g , ≈2.96 mmol) in tetrahydrofuran (10 mL) was added 3M aqueous lithium hydroxide solution (3 mL, 9 mmol) and the mixture was stirred at ambient temperature overnight. The reaction mixture was concentrated to dryness, the residue taken up in water (20 mL) and extracted with ether (2×10 mL). The aqueous layer was filtered through Celite®, cooled in ice and adjusted to pH=2 with 0.1M aqueous hydro... Starting materials: C(C)(=O)O (acetic acid), C(C)(=O)O (acetic acid), NC1=CC2=C(SC=C2)C=C1 (5-aminobenzo[b]thiophene), C=O (formaldehyde), C(#N)[BH3-].[Na+] (sodium cyanoborohydride). Run in CCOCC (ether), CC#N (CH3CN). Run at time 1 hour. Product: CN(C1=CC2=C(SC=C2)C=C1)C (5-(dimethyl)aminobenzo[b]thiophene). Isolated yield 88.0%. As a reaction SMILES: N[C:2]1[CH:10]=[CH:9][C:5]2[S:6][CH:7]=[CH:8][C:4]=2[CH:3]=1.C=O.[C:13]([BH3-])#[N:14].[Na+].[C:17](O)(=O)C>CC#N.CCOCC>[CH3:17][N:14]([CH3:13])[C:2]1[CH:10]=[CH:9][C:5]2[S:6][CH:7]=[CH:8][C:4]=2[CH:3]=1 |f:2.3|. Reported procedure: To a stirred solution of 5-aminobenzo[b]thiophene (4.55 g, 0.03 mole) in CH3CN (175 ml) was added 37% aqueous formaldehyde (28 ml, 0.035 mole) followed by sodium cyanoborohydride (6.65 g, 0.105 mole). Glacial acetic acid (3.5 ml) was added in small increments over 15 minutes. After 1 hour, another 3.5 ml of acetic acid was added and after another 1 hour, the mixture was poured into ether (700 ml). The ethereal layer was separated, washed with lM KOH (3×) then with saturated NaCl solution, dried ... The reactants are CO, COC(=O)Cc1ccc(OC)c(-c2ccc(C3CC3)nc2CN2C(=O)OC(c3cc(C(F)(F)F)cc(C(F)(F)F)c3)C2C)c1, [K+], [OH-]. Yields the product COc1ccc(CC(=O)O)cc1-c1ccc(C2CC2)nc1CN1C(=O)OC(c2cc(C(F)(F)F)cc(C(F)(F)F)c2)C1C. Reaction SMILES: [CH3:47][OH:48].[F:1][C:2]([c:3]1[cH:4][c:5]([CH:13]2[CH:14]([CH3:42])[N:15]([CH2:19][c:20]3[n:21][c:22]([CH:39]4[CH2:40][CH2:41]4)[cH:23][cH:24][c:25]3-[c:26]3[cH:27][c:28]([CH2:34][C:35](=[O:36])[O:37][CH3:38])[cH:29][cH:30][c:31]3[O:32][CH3:33])[C:16](=[O:18])[O:17]2)[cH:6][c:7]([C:9]([F:10])([F:11])[F:12])[cH:8]1)([F:43])[F:44].[K+:46].[OH-:45]>>[F:1][C:2]([c:3]1[cH:4][c:5]([CH:13]2[CH:14]([CH3:42])[N:15]([CH2:19][c:20]3[n:21][c:22]([CH:39]4[CH2:40][CH2:41]4)[cH:23][cH:24][c:25]3-[c:26]3[cH:27][c:28]([CH2:34][C:35](=[O:36])[OH:37])[cH:29][cH:30][c:31]3[O:32][CH3:33])[C:16](=[O:18])[O:17]2)[cH:6][c:7]([C:9]([F:10])([F:11])[F:12])[cH:8]1)([F:43])[F:44]. Reactants: C(=S)=S (Carbon disulfide), NN (hydrazine), CC(C)(C)C1=NC(=NC(=C1OCOCCOC)C(C)(C)C)C(N)=S (4,6-Bis(1,1-dimethylethyl)-5-[(2-methoxyethoxy)methoxy]-2-pyrimidinecarbothioamide). Run in CO (methanol), CO (methanol), O (water). Reaction conditions: temperature 0 celsius, time 1 hour. The product is CC(C)(C)C1=NC(=NC(=C1OCOCCOC)C(C)(C)C)C1=NNC(S1)=S (5-[4,6-bis(1,1-dimethylethyl)-5-[(2-methoxyethoxy)methoxy]-2-pyrimidinyl]-1,3,4-thiadiazole-2(3H)-thione). Isolated yield 73.0%. Reaction SMILES: [CH3:1][C:2]([C:5]1[C:10]([O:11][CH2:12][O:13][CH2:14][CH2:15][O:16][CH3:17])=[C:9]([C:18]([CH3:21])([CH3:20])[CH3:19])[N:8]=[C:7]([C:22](=[S:24])[NH2:23])[N:6]=1)([CH3:4])[CH3:3].[NH2:25]N.[C:27](=[S:29])=S>CO.O>[CH3:19][C:18]([C:9]1[C:10]([O:11][CH2:12][O:13][CH2:14][CH2:15][O:16][CH3:17])=[C:5]([C:2]([CH3:1])([CH3:3])[CH3:4])[N:6]=[C:7]([C:22]2[S:24][C:27](=[S:29])[NH:25][N:23]=2)[N:8]=1)([CH3:21])[CH3:20]. Procedure details: 4,6-Bis(1,1-dimethylethyl)-5-[(2-methoxyethoxy)methoxy]-2-pyrimidinecarbothioamide (0.22 g, 0.6 mmoles ) is dissolved in 5 mL of methanol and added dropwise to 10 mL of 5% hydrazine in methanol at 0° C. The reaction mixture is stirred at 0° C. for 1 hour, and then diluted with 20 mL of water. The methanol is evaporated under reduced pressure, and the organics are extracted into 50 mL of ethyl acetate. The ethyl acetate extract is washed with brine (4×50 mL) and dried over magnesium sulfate. The ...